Dataset: the Open Reaction Database (ORD), a public repository of structured organic reaction records. Task: describe an organic reaction: reactants, conditions, products, and yield The reactants are Cl (Hydrochloric acid), Cl (hydrochloric acid), C1(CC1)C(=O)NC=1N=C2N(C=C(C=C2)OC2=C(C=C(C=C2)NC(=O)C=2[N+](=C(C(=CC2)C)C2=CC=C(C=C2)F)[O-])F)C1 (N-[4-({2-[(cyclopropylcarbonyl)amino]imidazo[1,2-a]pyridin-6-yl}oxy)-3-fluorophenyl]-6-(4-fluorophenyl)-5-methylpyridine-2-carboxamide 1-oxide). Solvent: C(C)(=O)OCC (ethyl acetate), C(C)O (ethanol), C(C)C(=O)C (methyl ethyl ketone). Conditions: temperature 80 celsius, time 8 hour. Yields the product Cl.C1(CC1)C(=O)NC=1N=C2N(C=C(C=C2)OC2=C(C=C(C=C2)NC(=O)C=2[N+](=C(C(=CC2)C)C2=CC=C(C=C2)F)[O-])F)C1 (N-[4-({2-[(cyclopropylcarbonyl)amino]imidazo[1,2-a]pyridin-6-yl}oxy)-3-fluorophenyl]-6-(4-fluorophenyl)-5-methylpyridine-2-carboxamide 1-oxide hydrochloride). Yield: 45.6%. As a reaction SMILES: [CH:1]1([C:4]([NH:6][C:7]2[N:8]=[C:9]3[CH:14]=[CH:13][C:12]([O:15][C:16]4[CH:21]=[CH:20][C:19]([NH:22][C:23]([C:25]5[N+:26]([O-:39])=[C:27]([C:32]6[CH:37]=[CH:36][C:35]([F:38])=[CH:34][CH:33]=6)[C:28]([CH3:31])=[CH:29][CH:30]=5)=[O:24])=[CH:18][C:17]=4[F:40])=[CH:11][N:10]3[CH:41]=2)=[O:5])[CH2:3][CH2:2]1.[ClH:42]>C(O)C.C(OCC)(=O)C.C(C(C)=O)C>[ClH:42].[CH:1]1([C:4]([NH:6][C:7]2[N:8]=[C:9]3[CH:14]=[CH:13][C:12]([O:15][C:16]4[CH:21]=[CH:20][C:19]([NH:22][C:23]([C:25]5[N+:26]([O-:39])=[C:27]([C:32]6[CH:33]=[CH:34][C:35]([F:38])=[CH:36][CH:37]=6)[C:28]([CH3:31])=[CH:29][CH:30]=5)=[O:24])=[CH:18][C:17]=4[F:40])=[CH:11][N:10]3[CH:41]=2)=[O:5])[CH2:3][CH2:2]1 |f:5.6|. Procedure: To a suspension of N-[4-({2-[(cyclopropylcarbonyl)amino]imidazo[1,2-a]pyridin-6-yl}oxy)-3-fluorophenyl]-6-(4-fluorophenyl)-5-methylpyridine-2-carboxamide 1-oxide (1.54 g, 2.77 mmol) in ethanol (15 mL) was added and dissolved therein 6N hydrochloric acid (554 μL, 3.32 mmol), and the mixture was left standing at room temperature overnight. The precipitate was collected by filtration and washed with ethanol to give a white powder. The white powder was dissolved in ethyl acetate, tetrahydrofuran and... Procedure: The 1-amino-2-nitro-4-(2-phenoxyethoxy)benzene so obtained is treated with methoxycarbonyl isothiocyanate (as per Example XL) to afford 1-(3-methoxycarbonyl-2-thioureido)-2-nitro-4-(2-phenoxyethoxy)benzene which is reduced with sodium hydrosulfite (as per Example XXI) or iron-ferrous sulfate (as per Example VII) to afford 1-(3-methoxycarbonyl-2-thioureido)-2-amino-4-(2-phenoxyethoxy)benzene. The latter compound is further reacted with another equivalent of methoxycarbonyl isothiocyanate to affor... Reaction SMILES: [NH2:1][C:2]1[CH:7]=[CH:6][C:5]([O:8][CH2:9][CH2:10][O:11][C:12]2[CH:17]=[CH:16][CH:15]=[CH:14][CH:13]=2)=[CH:4][C:3]=1[N+:18]([O-:20])=[O:19].[CH3:21][O:22][C:23]([N:25]=[C:26]=[S:27])=[O:24]>>[CH3:21][O:22][C:23]([NH:25][C:26](=[S:27])[NH:1][C:2]1[CH:7]=[CH:6][C:5]([O:8][CH2:9][CH2:10][O:11][C:12]2[CH:17]=[CH:16][CH:15]=[CH:14][CH:13]=2)=[CH:4][C:3]=1[N+:18]([O-:20])=[O:19])=[O:24]. Yields the product COC(=O)NC(NC1=C(C=C(C=C1)OCCOC1=CC=CC=C1)[N+](=O)[O-])=S (1-(3-methoxycarbonyl-2-thioureido)-2-nitro-4-(2-phenoxyethoxy)benzene). Reactants: NC1=C(C=C(C=C1)OCCOC1=CC=CC=C1)[N+](=O)[O-] (1-amino-2-nitro-4-(2-phenoxyethoxy)benzene), COC(=O)N=C=S (methoxycarbonyl isothiocyanate). The reactants are [OH-].[Na+] (sodium hydroxide), COC(C[C@H](C1=CC=C(C=C1)N(C(C)=O)C1=CC(=C(C=C1)NC(=O)NC1=C(C=CC=C1)C)OC)NC(C1=CC=CC=C1)=O)=O ((R)-3-benzoylamino-3-(4-{3-methoxy-4-[3-(2-methylphenyl)ureido]phenyl-acetylamino}phenyl)-propanoic acid methyl ester), Cl (hydrochloric acid). Solvent: CO (methanol). Reaction conditions: temperature 40 celsius, time 2.5 hour. Product: C(C1=CC=CC=C1)(=O)N[C@H](CC(=O)O)C1=CC=C(C=C1)N(C(C)=O)C1=CC(=C(C=C1)NC(=O)NC1=C(C=CC=C1)C)OC ((R)-3-Benzoylamino-3-(4-{3-methoxy-4-[3-(2-methylphenyl)ureido]phenyl-acetylamino}phenyl)-propanoic acid). Yield: 80.3%. RXN SMILES: C[O:2][C:3](=[O:44])[CH2:4][C@@H:5]([NH:35][C:36](=[O:43])[C:37]1[CH:42]=[CH:41][CH:40]=[CH:39][CH:38]=1)[C:6]1[CH:11]=[CH:10][C:9]([N:12]([C:16]2[CH:21]=[CH:20][C:19]([NH:22][C:23]([NH:25][C:26]3[CH:31]=[CH:30][CH:29]=[CH:28][C:27]=3[CH3:32])=[O:24])=[C:18]([O:33][CH3:34])[CH:17]=2)[C:13](=[O:15])[CH3:14])=[CH:8][CH:7]=1.[OH-].[Na+].Cl>CO>[C:36]([NH:35][C@@H:5]([C:6]1[CH:7]=[CH:8][C:9]([N:12]([C:16]2[CH:21]=[CH:20][C:19]([NH:22][C:23]([NH:25][C:26]3[CH:31]=[CH:30][CH:29]=[CH:28][C:27]=3[CH3:32])=[O:24])=[C:18]([O:33][CH3:34])[CH:17]=2)[C:13](=[O:15])[CH3:14])=[CH:10][CH:11]=1)[CH2:4][C:3]([OH:44])=[O:2])(=[O:43])[C:37]1[CH:42]=[CH:41][CH:40]=[CH:39][CH:38]=1 |f:1.2|. Procedure: A mixture of (R)-3-benzoylamino-3-(4-{3-methoxy-4-[3-(2-methylphenyl)ureido]phenyl-acetylamino}phenyl)-propanoic acid methyl ester [4.08 g, Reference Example 12(a)], and methanol (40 ml) was heated to 40° C. and then treated with 10% aqueous sodium hydroxide solution (34 ml). After stirring at 40° C. for 2.5 hours, the reaction mixture was cooled and then acidified to pH 1.0 by addition of hydrochloric acid (1M). The resultant white solid was collected, washed with water and then dried in vacuo.... Starting materials: CCNC(=O)Nc1nc2cc(Br)c(F)cc2s1, CC(C)(C)OC(=O)N1CCN(c2ncc(B3OC(C)(C)C(C)(C)O3)cn2)CC1, [K+], [K+], [K+], O, O=P([O-])([O-])[O-]. Yields the product CCNC(=O)Nc1nc2cc(-c3cnc(N4CCN(C(=O)OC(C)(C)C)CC4)nc3)c(F)cc2s1. As a reaction SMILES: [Br:1][c:2]1[c:3]([F:17])[cH:4][c:5]2[c:6]([n:7][c:8]([NH:10][C:11](=[O:12])[NH:13][CH2:14][CH3:15])[s:9]2)[cH:16]1.[CH3:18][C:19]1([CH3:20])[C:21]([CH3:22])([CH3:23])[O:24][B:25]([c:26]2[cH:27][n:28][c:29]([N:32]3[CH2:33][CH2:34][N:35]([C:38](=[O:39])[O:40][C:41]([CH3:42])([CH3:43])[CH3:44])[CH2:36][CH2:37]3)[n:30][cH:31]2)[O:45]1.[K+:51].[K+:52].[K+:53].[OH2:54].[P:46]([O-:47])([O-:48])([O-:49])=[O:50]>>[c:2]1(-[c:26]2[cH:27][n:28][c:29]([N:32]3[CH2:33][CH2:34][N:35]([C:38](=[O:39])[O:40][C:41]([CH3:42])([CH3:43])[CH3:44])[CH2:36][CH2:37]3)[n:30][cH:31]2)[c:3]([F:17])[cH:4][c:5]2[c:6]([n:7][c:8]([NH:10][C:11](=[O:12])[NH:13][CH2:14][CH3:15])[s:9]2)[cH:16]1. Reactants: Cl.N1=C(C=CC=C1)C(N)=N (pyridine-2-carboximidamide hydrochloride), ClC(Cl)(Cl)S (perchloromethyl mercaptan), [OH-].[Na+] (sodium hydroxide). The solvent is ClCCl (dichloromethane), O (water). The product is ClC1=NC(=NS1)C1=NC=CC=C1 (2-(5-Chloro-1,2,4-thiadiazol-3-yl)pyridine). Yield: 41.8%. Reaction SMILES: Cl.[N:2]1[CH:7]=[CH:6][CH:5]=[CH:4][C:3]=1[C:8](=[NH:10])[NH2:9].[Cl:11][C:12]([SH:15])(Cl)Cl.[OH-].[Na+]>ClCCl.O>[Cl:11][C:12]1[S:15][N:9]=[C:8]([C:3]2[CH:4]=[CH:5][CH:6]=[CH:7][N:2]=2)[N:10]=1 |f:0.1,3.4|. Procedure details: To a solution of pyridine-2-carboximidamide hydrochloride (2.00 g, 12.7 mmol) and perchloromethyl mercaptan (1.75 ml, 16.3 mmol) in dichloromethane (40 ml) was added dropwise a solution of sodium hydroxide (3.26 g, 81.5 mmol) in water (6 ml) under ice-cooling. Then, the reaction mixture was stirred under ice-cooling for 1 hour and at room temperature for 1 hour. The organic layer was separated, washed with water, and then dried over anhydrous magnesium sulfate. The solvent was distilled off unde...